Dataset: the Open Reaction Database (ORD), a public repository of structured organic reaction records. Task: describe an organic reaction: reactants, conditions, products, and yield Reactants: [Br-], COC(C)(C)C, [Cl-], [Cl-], CC(C)(c1ccccc1)n1nnc(-c2ccccc2Cl)n1, C1CCOC1, [Mg+]c1ccc(C2OCCCO2)cc1, [Zn+2]. The product is CC(C)(c1ccccc1)n1nnc(-c2ccccc2-c2ccc(C3OCCCO3)cc2)n1. As a reaction SMILES: [Br-:27].[CH3:41][O:42][C:43]([CH3:44])([CH3:45])[CH3:46].[Cl-:47].[Cl-:49].[Cl:6][c:7]1[c:8](-[c:13]2[n:14][n:15][n:16]([C:18]([CH3:19])([c:20]3[cH:21][cH:22][cH:23][cH:24][cH:25]3)[CH3:26])[n:17]2)[cH:9][cH:10][cH:11][cH:12]1.[O:1]1[CH2:2][CH2:3][CH2:4][CH2:5]1.[O:28]1[CH:29]([c:34]2[cH:35][cH:36][c:37]([Mg+:40])[cH:38][cH:39]2)[O:30][CH2:31][CH2:32][CH2:33]1.[Zn+2:48]>>[c:7]1(-[c:37]2[cH:36][cH:35][c:34]([CH:29]3[O:28][CH2:33][CH2:32][CH2:31][O:30]3)[cH:39][cH:38]2)[c:8](-[c:13]2[n:14][n:15][n:16]([C:18]([CH3:19])([c:20]3[cH:21][cH:22][cH:23][cH:24][cH:25]3)[CH3:26])[n:17]2)[cH:9][cH:10][cH:11][cH:12]1.